From a dataset of the Open Reaction Database (ORD), a public repository of structured organic reaction records. describe an organic reaction: reactants, conditions, products, and yield The reactants are ClCCCCCCCC1=CC=CC=C1 (7-chloroheptylbenzene), ClC1=CC=C(C(=O)Cl)C=C1 (4-chlorobenzoyl chloride), [Cl-].[Al+3].[Cl-].[Cl-] (aluminium chloride). Run in ice, [N+](=O)([O-])C1=CC=CC=C1 (nitrobenzene). Reaction conditions: time 18 hour. Yields the product ClC1=CC=C(C(=O)C2=CC=C(C=C2)CCCCCCCCl)C=C1 (4-chloro-4'-(7-chloroheptyl)benzophenone). Yield: 74.4%. Reaction SMILES: [Cl:1][CH2:2][CH2:3][CH2:4][CH2:5][CH2:6][CH2:7][CH2:8][C:9]1[CH:14]=[CH:13][CH:12]=[CH:11][CH:10]=1.[Cl:15][C:16]1[CH:24]=[CH:23][C:19]([C:20](Cl)=[O:21])=[CH:18][CH:17]=1.[Cl-].[Al+3].[Cl-].[Cl-]>[N+](C1C=CC=CC=1)([O-])=O>[Cl:15][C:16]1[CH:24]=[CH:23][C:19]([C:20]([C:12]2[CH:11]=[CH:10][C:9]([CH2:8][CH2:7][CH2:6][CH2:5][CH2:4][CH2:3][CH2:2][Cl:1])=[CH:14][CH:13]=2)=[O:21])=[CH:18][CH:17]=1 |f:2.3.4.5|. Procedure details: 1.07 g of 7-chloroheptylbenzene and 0.89 g of 4-chlorobenzoyl chloride were dissolved in 10 ml of nitrobenzene and treated with 0.82 g of aluminium chloride under argon and while cooling with ice. The mixture was then stirred at room temperature for 18 hours, taken up in 100 ml of ice-cold 2N hydrochloric acid solution and extracted three times with 50 ml of ether each time. The organic phases were washed with 50 ml of a 10 percent sodium bicarbonate solution and 50 ml of a saturated sodium chlo... The reactants are CCOC(=O)c1ccccc1CCc1ccc2oc(-c3nc(C(C)(C)C)cs3)cc2c1, CO, Cl, [Na+], [OH-]. Yields the product CC(C)(C)c1csc(-c2cc3cc(CCc4ccccc4C(=O)O)ccc3o2)n1. Reaction SMILES: [C:1]([CH3:2])([CH3:3])([CH3:4])[c:5]1[n:6][c:7](-[c:10]2[o:11][c:12]3[c:13]([cH:14]2)[cH:15][c:16]([CH2:19][CH2:20][c:21]2[c:22]([C:27](=[O:28])[O:29][CH2:30][CH3:31])[cH:23][cH:24][cH:25][cH:26]2)[cH:17][cH:18]3)[s:8][cH:9]1.[CH3:33][OH:34].[ClH:32].[Na+:36].[OH-:35]>>[C:1]([CH3:2])([CH3:3])([CH3:4])[c:5]1[n:6][c:7](-[c:10]2[o:11][c:12]3[c:13]([cH:14]2)[cH:15][c:16]([CH2:19][CH2:20][c:21]2[c:22]([C:27](=[O:28])[OH:29])[cH:23][cH:24][cH:25][cH:26]2)[cH:17][cH:18]3)[s:8][cH:9]1. The reactants are CC1=NC(=NO1)C1=CC=C(C=C1)N (4-(5-methyl-[1,2,4]oxadiazol-3-yl)phenylamine), COC=1C=C(C=O)C=CC1OC (3,4-dimethoxybenzaldehyde), FC(C(=O)O)(F)F.C(N)(=N)C1=CC=C(C=C1)NC(C1=NN(C(N1)=O)C1=C(C(=O)O)C=CC=C1)C1=C(C=C(C(=C1)OC)OC)F (2-{3-[(4-carbamimidoylphenylamino)-(2-fluoro-4,5-dimethoxyphenyl)methyl]5-oxo-4,5-dihydro-[1,2,4]triazol-1-yl}benzoic Acid trifluoroacetate), C[Si](C)(C)C#N (trimethylsilyl cyanide), C(F)(F)(F)S(=O)(=O)[O-].C(F)(F)(F)S(=O)(=O)[O-].C(F)(F)(F)S(=O)(=O)[O-].[Yb+3] (Yb(OTf)3). The solvent is ClCCl (dichloromethane), C(C)(=O)OCC (ethyl acetate). Conditions: time 22 hour. Procedure: After adding 0.887 g of 4-(5-methyl-[1,2,4]oxadiazol-3-yl)phenylamine, 0.831 g of 3,4-dimethoxybenzaldehyde, 1g of MS3A and 1 ml of trimethylsilyl cyanide to a solution of 0.31 g of Yb(OTf)3 in 20 ml of dichloromethane under a nitrogen atmosphere, the mixture was stirred at room temperature for 22 hours. After then adding 200 ml of ethyl acetate to the reaction mixture, it was filtered through celite and the celite was washed with 200 ml of ethyl acetate. The organic layers were combined and was... Product: COC=1C=C(C=CC1OC)C(C#N)NC1=CC=C(C=C1)C1=NOC(=N1)C ((3,4-dimethoxyphenyl)-[4-(5-methyl-[1,2,4]oxadiazol-3-yl)phenylamino]acetonitrile). RXN SMILES: [CH3:1][C:2]1[O:6][N:5]=[C:4]([C:7]2[CH:12]=[CH:11][C:10]([NH2:13])=[CH:9][CH:8]=2)[N:3]=1.COC1C=C(C=CC=1OC)C=O.FC(F)(F)C(O)=O.C(C1C=CC(N[CH:43]([C:59]2[CH:64]=[C:63]([O:65][CH3:66])[C:62]([O:67][CH3:68])=[CH:61][C:60]=2F)[C:44]2NC(=O)N(C3C=CC=CC=3C(O)=O)[N:45]=2)=CC=1)(=N)N.C[Si](C#N)(C)C.C(S([O-])(=O)=O)(F)(F)F.C(S([O-])(=O)=O)(F)(F)F.C(S([O-])(=O)=O)(F)(F)F.[Yb+3]>ClCCl.C(OCC)(=O)C>[CH3:66][O:65][C:63]1[CH:64]=[C:59]([CH:43]([NH:13][C:10]2[CH:11]=[CH:12][C:7]([C:4]3[N:3]=[C:2]([CH3:1])[O:6][N:5]=3)=[CH:8][CH:9]=2)[C:44]#[N:45])[CH:60]=[CH:61][C:62]=1[O:67][CH3:68] |f:2.3,5.6.7.8|.